Dataset: the Open Reaction Database (ORD), a public repository of structured organic reaction records. Task: describe an organic reaction: reactants, conditions, products, and yield Starting materials: BrCc1ccccc1, CC#N, S=C(NCc1ccc(OCc2ccccc2)cc1)c1ccc2ncccc2c1, Cc1ccccc1, CN1CCCC1=O, N#CN, O, O=C(O)C(F)(F)F. Product: N#CN=C(NCc1ccc(OCc2ccccc2)cc1)c1ccc2ncccc2c1. As a reaction SMILES: [Br:36][CH2:37][c:38]1[cH:39][cH:40][cH:41][cH:42][cH:43]1.[C:48](#[N:49])[CH3:50].[CH2:1]([c:2]1[cH:3][cH:4][cH:5][cH:6][cH:7]1)[O:8][c:9]1[cH:10][cH:11][c:12]([CH2:13][NH:14][C:15](=[S:16])[c:17]2[cH:18][c:19]3[cH:20][cH:21][cH:22][n:23][c:24]3[cH:25][cH:26]2)[cH:27][cH:28]1.[CH3:29][c:30]1[cH:31][cH:32][cH:33][cH:34][cH:35]1.[CH3:58][N:59]1[CH2:60][CH2:61][CH2:62][C:63]1=[O:64].[NH2:44][C:45]#[N:46].[OH2:47].[OH:51][C:52]([C:53]([F:54])([F:55])[F:56])=[O:57]>>[CH2:1]([c:2]1[cH:3][cH:4][cH:5][cH:6][cH:7]1)[O:8][c:9]1[cH:10][cH:11][c:12]([CH2:13][NH:14][C:15]([c:17]2[cH:18][c:19]3[cH:20][cH:21][cH:22][n:23][c:24]3[cH:25][cH:26]2)=[N:46][C:45]#[N:44])[cH:27][cH:28]1. The reactants are O=C([O-])[O-], C1CCOC1, Cc1cc(C)nc(N2CCNCC2)c1, Cc1ccccc1, CN(C)c1ccccc1-c1ccccc1P(C1CCCCC1)C1CCCCC1, O=[N+]([O-])c1ccc(Cl)cc1, [Cs+], [Cs+], CC(=O)[O-], CC(=O)[O-], [Pd+2]. The product is Cc1cc(C)nc(N2CCN(c3ccc([N+](=O)[O-])cc3)CC2)c1. RXN SMILES: [C:25](=[O:26])([O-:27])[O-:28].[CH2:66]1[O:67][CH2:68][CH2:69][CH2:70]1.[CH3:1][c:2]1[cH:3][c:4]([N:9]2[CH2:10][CH2:11][NH:12][CH2:13][CH2:14]2)[n:5][c:6]([CH3:8])[cH:7]1.[CH3:59][c:60]1[cH:61][cH:62][cH:63][cH:64][cH:65]1.[CH:31]1([P:32]([CH:33]2[CH2:34][CH2:35][CH2:36][CH2:37][CH2:38]2)[c:39]2[cH:40][cH:41][cH:42][cH:43][c:44]2-[c:45]2[cH:46][cH:47][cH:48][cH:49][c:50]2[N:51]([CH3:52])[CH3:53])[CH2:54][CH2:55][CH2:56][CH2:57][CH2:58]1.[Cl:15][c:16]1[cH:17][cH:18][c:19]([N+:22](=[O:23])[O-:24])[cH:20][cH:21]1.[Cs+:29].[Cs+:30].[O-:72][C:73]([CH3:74])=[O:75].[O-:76][C:77]([CH3:78])=[O:79].[Pd+2:71]>>[CH3:1][c:2]1[cH:3][c:4]([N:9]2[CH2:10][CH2:11][N:12]([c:16]3[cH:17][cH:18][c:19]([N+:22](=[O:23])[O-:24])[cH:20][cH:21]3)[CH2:13][CH2:14]2)[n:5][c:6]([CH3:8])[cH:7]1. Conditions: temperature 80 celsius. Procedure: To a solution of 2-[2-(4-Chloro-phenyl)-5-methyl-thiazol-4-yl]-4-[1-(5-fluoro-pyridin-2-yl)-meth-(E)-ylidene]-cyclopentane-1,3-dione (70 mg, 0.17 mmol) in glacial acetic acid (2 ml) was added zinc powder (10 mg), and the reaction heated to 80° C. for 17 hours. The crude reaction mixture was then dry loaded onto silica and purified by flash chromatography to give 2-[2-(4-Chloro-phenyl)-5-methyl-thiazol-4-yl]-4-(5-fluoro-pyridin-2-ylmethyl)-cyclopentane-1,3-dione (55 mg). The reagents and catalysts are [Zn] (zinc). Yield: 78.0%. Solvent: C(C)(=O)O (acetic acid). The product is ClC1=CC=C(C=C1)C=1SC(=C(N1)C1C(CC(C1=O)CC1=NC=C(C=C1)F)=O)C (2-[2-(4-Chloro-phenyl)-5-methyl-thiazol-4-yl]-4-(5-fluoro-pyridin-2-ylmethyl)-cyclopentane-1,3-dione). RXN SMILES: [Cl:1][C:2]1[CH:7]=[CH:6][C:5]([C:8]2[S:9][C:10]([CH3:28])=[C:11]([CH:13]3[C:17](=[O:18])/[C:16](=[CH:19]/[C:20]4[CH:25]=[CH:24][C:23]([F:26])=[CH:22][N:21]=4)/[CH2:15][C:14]3=[O:27])[N:12]=2)=[CH:4][CH:3]=1>C(O)(=O)C.[Zn]>[Cl:1][C:2]1[CH:7]=[CH:6][C:5]([C:8]2[S:9][C:10]([CH3:28])=[C:11]([CH:13]3[C:17](=[O:18])[CH:16]([CH2:19][C:20]4[CH:25]=[CH:24][C:23]([F:26])=[CH:22][N:21]=4)[CH2:15][C:14]3=[O:27])[N:12]=2)=[CH:4][CH:3]=1. Reactants: ClC1=CC=C(C=C1)C=1SC(=C(N1)C1C(C\C(\C1=O)=C/C1=NC=C(C=C1)F)=O)C (2-[2-(4-Chloro-phenyl)-5-methyl-thiazol-4-yl]-4-[1-(5-fluoro-pyridin-2-yl)-meth-(E)-ylidene]-cyclopentane-1,3-dione). Solvent: CO (methanol), CN(C=O)C (dimethylformamide), CO (methanol). Reagents/catalysts: [Pd] (palladium-on-carbon). RXN SMILES: C([NH:11][C:12]([CH3:33])([C:14]([NH:16][CH2:17][CH:18]1[O:32][C:21]2=[C:22]3[C:27](=[C:28]([CH3:30])[CH:29]=[C:20]2[CH2:19]1)[NH:26][C:25](=[O:31])[CH:24]=[CH:23]3)=[O:15])[CH3:13])(OCC1C=CC=CC=1)=O.[H][H]>CN(C)C=O.CO.[Pd]>[CH3:30][C:28]1[CH:29]=[C:20]2[CH2:19][CH:18]([CH2:17][NH:16][C:14](=[O:15])[C:12]([CH3:13])([CH3:33])[NH2:11])[O:32][C:21]2=[C:22]2[C:27]=1[NH:26][C:25](=[O:31])[CH:24]=[CH:23]2. Isolated yield 95.5%. Product: CC=1C=C2C(=C3C=CC(NC13)=O)OC(C2)CNC(C(N)(C)C)=O (5-Methyl2-(α-methylalanyl)aminomethyl-2,3,6,7-tetrahydrofuro-[2,3-f]quinoline-7-one). The reactants are resultant residue, HCl-, C(=O)(OCC1=CC=CC=C1)NC(C)(C(=O)NCC1CC=2C(=C3C=CC(NC3=C(C2)C)=O)O1)C (2-(N-Carbobenzyloxy-α-methylalanyl]aminomethyl-5-methyl-2,3,6,7-tetrahydrofuro-[2,3-f]quinoline-7-one), [H][H] (hydrogen), resultant residue. Procedure details: 2-(N-Carbobenzyloxy-α-methylalanyl]aminomethyl-5-methyl-2,3,6,7-tetrahydrofuro-[2,3-f]quinoline-7-one (2.46 g, 5.48 mmol) was dissolved in dimethylformamide (190 ml). To the obtained solution, 10% palladium-on-carbon (2.46 g) was added, followed by stirring at room temperature for 3 hours in the atmosphere of hydrogen. The reaction mixture was filtered, and the filtrate was condensed. The resultant residue was dissolved in methanol (70 ml). To the obtained solution, 1.37 N-HCl--methanol (4.39 ml...